From a dataset of the Open Reaction Database (ORD), a public repository of structured organic reaction records. describe an organic reaction: reactants, conditions, products, and yield Reactants: FC1=C(C(=C(C(=C1[N+](=O)[O-])F)F)F)F (pentafluoronitrobenzene), C[O-].[Na+] (sodium methoxide). Solvent: CO (methanol), CO (methanol). Yields the product FC1=C(C(=C(C(=C1F)OC)F)F)[N+](=O)[O-] (2,3,5,6-tetrafluoro-4-methoxynitrobenzene). Isolated yield 71.9%. RXN SMILES: [F:1][C:2]1[C:7]([N+:8]([O-:10])=[O:9])=[C:6]([F:11])[C:5]([F:12])=[C:4](F)[C:3]=1[F:14].[CH3:15][O-:16].[Na+]>CO>[F:1][C:2]1[C:3]([F:14])=[C:4]([O:16][CH3:15])[C:5]([F:12])=[C:6]([F:11])[C:7]=1[N+:8]([O-:10])=[O:9] |f:1.2|. Reported procedure: 50 g of pentafluoronitrobenzene was dissolved in 400 ml of dry methanol. Thereto was dropwise added, with ice-cooling, a solution of 13.95 g of sodium methoxide dissolved in 50 ml of dry methanol. A reaction was allowed to take place at room temperature for 2 hours. The reaction mixture was concentrated to a volume of about ⅓ under vacuum. The residue was poured into 500 ml of water. The organic layer was extracted with 300 ml of ether. The ether layer was washed with an aqueous sodium chloride ... Starting materials: IC=1C=NC(=NC1)N1CCN(CC1)S(=O)(=O)C (5-iodo-2-[4-(methylsulfonyl)piperazin-1-yl]pyrimidine), C(C1=CC=CC=C1)O (benzyl alcohol), N1=CC=CC2=CC=C3C=CC=NC3=C12 (1,10-phenanthroline), C([O-])([O-])=O.[Cs+].[Cs+] (cesium carbonate). The reagents and catalysts are [Cu]I (copper (I) iodide). Run in C(Cl)Cl (DCM). Conditions: temperature 110 celsius. The product is C(C1=CC=CC=C1)OC=1C=NC(=NC1)N1CCN(CC1)S(=O)(=O)C (5-(benzyloxy)-2-[4-(methylsulfonyl)piperazin-1-yl]pyrimidine), solid. The yield is 60.0%. Reaction SMILES: I[C:2]1[CH:3]=[N:4][C:5]([N:8]2[CH2:13][CH2:12][N:11]([S:14]([CH3:17])(=[O:16])=[O:15])[CH2:10][CH2:9]2)=[N:6][CH:7]=1.[CH2:18]([OH:25])[C:19]1[CH:24]=[CH:23][CH:22]=[CH:21][CH:20]=1.N1C2C(=CC=C3C=2N=CC=C3)C=CC=1.C(=O)([O-])[O-].[Cs+].[Cs+]>[Cu]I.C(Cl)Cl>[CH2:18]([O:25][C:2]1[CH:3]=[N:4][C:5]([N:8]2[CH2:13][CH2:12][N:11]([S:14]([CH3:17])(=[O:16])=[O:15])[CH2:10][CH2:9]2)=[N:6][CH:7]=1)[C:19]1[CH:24]=[CH:23][CH:22]=[CH:21][CH:20]=1 |f:3.4.5|. Procedure details: To a stirred suspension of 5-iodo-2-[4-(methylsulfonyl)piperazin-1-yl]pyrimidine (25.0 g, 67.9 mmol), benzyl alcohol (125 mL), 1,10-phenanthroline (2.45 g, 20 mol %), and cesium carbonate was added copper (I) iodide (12.9 g, 67.9 mmol) and the reaction heated to 110° C. for 90 minutes then cooled to room temperature. DCM (250 mL) was then added and the insolubles filtered off through a pad of celite. The cake washed with DCM (250 mL) and the DCM filtrates washed with water. The aqueous phase was... Starting materials: CC(C)(C)C=1C=C(C=C(C1O)C(C)(C)C)CN1CCNCC1 (1-(3,5-bis(1,1-dimethylethyl)-4-hydroxyphenyl)methylpiperazine), CC(C)(C)C=1C=C(C=O)C=C(C1O)C (3-(1,1-dimethylethyl)-4-hydroxy-5-methylbenzaldehyde), CC(C)(C)C=1C=C(C=O)C=C(C1O)C(C)(C)C (3,5-bis(1,1-dimethylethyl)-4-hydroxybenzaldehyde). The product is CC(C)(C)C=1C=C(C=C(C1O)C)CN1CCNCC1 (1-(3-(1,1-dimethylethyl)-4-hydroxy-5-methylphenyl)methylpiperazine). As a reaction SMILES: C[C:2]([C:5]1[CH:6]=[C:7]([CH2:16][N:17]2[CH2:22][CH2:21][NH:20][CH2:19][CH2:18]2)[CH:8]=[C:9]([C:12]([CH3:15])([CH3:14])[CH3:13])[C:10]=1[OH:11])(C)C.CC(C1C=C(C=C(C)C=1O)C=O)(C)C.CC(C1C=C(C=C(C(C)(C)C)C=1O)C=O)(C)C>>[CH3:15][C:12]([C:9]1[CH:8]=[C:7]([CH2:16][N:17]2[CH2:18][CH2:19][NH:20][CH2:21][CH2:22]2)[CH:6]=[C:5]([CH3:2])[C:10]=1[OH:11])([CH3:13])[CH3:14]. Reported procedure: This was prepared using the general methodology described for the preparation of 1-(3,5-bis(1,1-dimethylethyl)-4-hydroxyphenyl)methylpiperazine except that 3-(1,1-dimethylethyl)-4-hydroxy-5-methylbenzaldehyde replaced the 3,5-bis(1,1-dimethylethyl)-4-hydroxybenzaldehyde. Starting materials: C(C)OCOCC1=C(C2=C(C=C1)OCO2)S(=O)(=O)C (1-[(ethoxymethoxy)methyl)-2-(methylsulfonyl)-3,4-methylenedioxybenzene), FC(C(=O)O)(F)F (trifluoroacetic acid). The solvent is ClCCl (dichloromethane). Reaction conditions: time 30 minute. Yields the product CS(=O)(=O)C1=C(C=CC2=C1OCO2)CO ([2-(Methylsulfonyl)-3,4-methylenedioxyphenyl]methanol). Isolated yield 67.5%. Reaction SMILES: C(OC[O:5][CH2:6][C:7]1[CH:12]=[CH:11][C:10]2[O:13][CH2:14][O:15][C:9]=2[C:8]=1[S:16]([CH3:19])(=[O:18])=[O:17])C.FC(F)(F)C(O)=O>ClCCl>[CH3:19][S:16]([C:8]1[C:9]2[O:15][CH2:14][O:13][C:10]=2[CH:11]=[CH:12][C:7]=1[CH2:6][OH:5])(=[O:17])=[O:18]. Reported procedure: 571 mg of 1-[(ethoxymethoxy)methyl)-2-(methylsulfonyl)-3,4-methylenedioxybenzene was dissolved in 2 ml of dichloromethane, 2 ml of trifluoroacetic acid was added, and the mixture was stirred at room temperature for 30 minutes. The solvent was evaporated, and the residue was purified by silica gel column chromatography (ethyl acetate:hexane=1:2), to give 308 mg of the title compound as a colorless oil. The reactants are ClC1=CC(=CC=C1)C(=O)OO (3-chloroperbenzoic acid), OC=1C(=NC=CC1)CC1=CC=C(C=C1)NC(=O)C=1CCOC2=C(C1)C=C(C=C2)C2=CC=C(C=C2)C (N-[4-(3-hydroxypyridin-2ylmethyl)phenyl]-7-(4-methylphenyl)-2,3-dihydro-1-benzoxepine-4-carboxamide), S(=S)(=O)([O-])[O-].[Na+].[Na+] (sodium thiosulfate). Solvent: O1CCCC1 (tetrahydrofuran). Conditions: time 15 hour. The product is [O-][N+]1=C(C(=CC=C1)O)CC1=CC=C(C=C1)NC(=O)C=1CCOC2=C(C1)C=C(C=C2)C2=CC=C(C=C2)C (N-[4-(1-oxido-3-hydroxypyridin-2-ylmethyl)phenyl]-7-(4-methylphenyl)-2,3-dihydro-1-benzoxepine-4-carboxamide). Yield: 63.3%. RXN SMILES: [OH:1][C:2]1[C:3]([CH2:8][C:9]2[CH:14]=[CH:13][C:12]([NH:15][C:16]([C:18]3[CH2:19][CH2:20][O:21][C:22]4[CH:28]=[CH:27][C:26]([C:29]5[CH:34]=[CH:33][C:32]([CH3:35])=[CH:31][CH:30]=5)=[CH:25][C:23]=4[CH:24]=3)=[O:17])=[CH:11][CH:10]=2)=[N:4][CH:5]=[CH:6][CH:7]=1.ClC1C=CC=C(C(OO)=[O:44])C=1.S([O-])([O-])(=O)=S.[Na+].[Na+]>O1CCCC1>[O-:44][N+:4]1[CH:5]=[CH:6][CH:7]=[C:2]([OH:1])[C:3]=1[CH2:8][C:9]1[CH:10]=[CH:11][C:12]([NH:15][C:16]([C:18]2[CH2:19][CH2:20][O:21][C:22]3[CH:28]=[CH:27][C:26]([C:29]4[CH:30]=[CH:31][C:32]([CH3:35])=[CH:33][CH:34]=4)=[CH:25][C:23]=3[CH:24]=2)=[O:17])=[CH:13][CH:14]=1 |f:2.3.4|. Procedure details: To a suspension of N-[4-(3-hydroxypyridin-2ylmethyl)phenyl]-7-(4-methylphenyl)-2,3-dihydro-1-benzoxepine-4-carboxamide (400mg) in tetrahydrofuran (30 ml) was added 3-chloroperbenzoic acid (70%, 0.32 g) at 0° C, and the mixture was stirred at room temperature for 15 hours. To the mixture was added sodium thiosulfate, and the mixture was stirred for a few minutes and extracted with ethyl acetate. The organic layer was washed with saturated sodium bicarbonate solution and saturated sodium chloride ... Starting materials: CCN=C=NCCCN(C)C, ClCCl, CC(C)(CO)CC1NC(C(=O)O)C(c2cccc(Cl)c2F)C1(C#N)c1ccc(Cl)cc1F, O=C(O)C(F)(F)F, CC(C)(O)Cn1ccc(N)n1, On1nnc2ccccc21. The product is CC(C)(O)Cn1ccc(NC(=O)C2NC(CC(C)(C)CO)C(C#N)(c3ccc(Cl)cc3F)C2c2cccc(Cl)c2F)n1. Reaction SMILES: [CH3:51][CH2:52][N:53]=[C:54]=[N:55][CH2:56][CH2:57][CH2:58][N:59]([CH3:60])[CH3:61].[Cl:72][CH2:73][Cl:74].[Cl:8][c:9]1[c:10]([F:39])[c:11]([CH:15]2[CH:16]([C:36](=[O:37])[OH:38])[NH:17][CH:18]([CH2:30][C:31]([CH2:32][OH:33])([CH3:34])[CH3:35])[C:19]2([C:20]#[N:21])[c:22]2[c:23]([F:29])[cH:24][c:25]([Cl:28])[cH:26][cH:27]2)[cH:12][cH:13][cH:14]1.[F:1][C:2]([F:3])([F:4])[C:5]([OH:6])=[O:7].[NH2:40][c:41]1[n:42][n:43]([CH2:46][C:47]([CH3:48])([OH:49])[CH3:50])[cH:44][cH:45]1.[OH:62][n:63]1[c:64]2[c:65]([cH:66][cH:67][cH:68][cH:69]2)[n:70][n:71]1>>[Cl:8][c:9]1[c:10]([F:39])[c:11]([CH:15]2[CH:16]([C:36](=[O:37])[NH:40][c:41]3[n:42][n:43]([CH2:46][C:47]([CH3:48])([OH:49])[CH3:50])[cH:44][cH:45]3)[NH:17][CH:18]([CH2:30][C:31]([CH2:32][OH:33])([CH3:34])[CH3:35])[C:19]2([C:20]#[N:21])[c:22]2[c:23]([F:29])[cH:24][c:25]([Cl:28])[cH:26][cH:27]2)[cH:12][cH:13][cH:14]1. Starting materials: COc1cc(C)nc(Cl)n1, C1CCOC1, c1nc[nH]n1. Yields the product COc1cc(C)nc(-n2cncn2)n1. RXN SMILES: [Cl:1][c:2]1[n:3][c:4]([CH3:10])[cH:5][c:6]([O:8][CH3:9])[n:7]1.[O:16]1[CH2:17][CH2:18][CH2:19][CH2:20]1.[nH:11]1[n:12][cH:13][n:14][cH:15]1>>[c:2]1(-[n:11]2[n:12][cH:13][n:14][cH:15]2)[n:3][c:4]([CH3:10])[cH:5][c:6]([O:8][CH3:9])[n:7]1. Reactants: C(C)(C)(C)OC(=O)N[C@@](CC1=CC=CC=C1)(C)C1=NN=C(O1)C=1C=C(C=C(C1)C1=C(C=CC=C1)C#N)C(=O)O (5-(5-{(1R)-1-[(tert-butoxycarbonyl)amino]-1-methyl-2-phenylethyl}-1,3,4-oxadiazol-2-yl)-2′-cyanobiphenyl-3-carboxylic acid), C(C)(C)(C)OC(=O)N[C@@](CC1=CC=CC=C1)(C)C1=NN=C(O1)C=1C=C(C=C(C1)C1=C(C=CC=C1)C#N)C(=O)O (5-(5-{(1R)-1-[(tert-butoxycarbonyl)amino]-1-methyl-2-phenylethyl}-1,3,4-oxadiazol-2-yl)-2′-cyanobiphenyl-3-carboxylic acid), Cl (HCl). The solvent is O1CCOCC1 (dioxane), O1CCOCC1 (dioxane). Reaction conditions: time 1 hour. The product is NC(CC1=CC=CC=C1)(C)C1=NN=C(O1)C=1C=C(C=C(C1)C1=C(C=CC=C1)C#N)C(=O)O (5-[5-(1-amino-1-methyl-2-phenylethyl)-1,3,4-oxadiazol-2-yl]-2′-cyanobiphenyl-3-carboxylic acid), hydrochloride salt. As a reaction SMILES: C(OC([NH:8][C@:9]([C:18]1[O:22][C:21]([C:23]2[CH:24]=[C:25]([C:37]([OH:39])=[O:38])[CH:26]=[C:27]([C:29]3[CH:34]=[CH:33][CH:32]=[CH:31][C:30]=3[C:35]#[N:36])[CH:28]=2)=[N:20][N:19]=1)([CH3:17])[CH2:10][C:11]1[CH:16]=[CH:15][CH:14]=[CH:13][CH:12]=1)=O)(C)(C)C.Cl>O1CCOCC1>[NH2:8][C:9]([C:18]1[O:22][C:21]([C:23]2[CH:24]=[C:25]([C:37]([OH:39])=[O:38])[CH:26]=[C:27]([C:29]3[CH:34]=[CH:33][CH:32]=[CH:31][C:30]=3[C:35]#[N:36])[CH:28]=2)=[N:20][N:19]=1)([CH3:17])[CH2:10][C:11]1[CH:16]=[CH:15][CH:14]=[CH:13][CH:12]=1. Procedure details: To a solution of 5-(5-{(1R)-1-[(tert-butoxycarbonyl)amino]-1-methyl-2-phenylethyl}-1,3,4-oxadiazol-2-yl)-2′-cyanobiphenyl-3-carboxylic acid (Intermediate XVIII, 500 mg. 0.95 mmol) in dioxane (5 mL) at rt was added a solution of HCl in dioxane (7 mL of 4N HCl in dioxane, 28 mmol) and the solution allowed to stand for 1 hour at rt. The solvent was then evaporated at reduced pressure to give 5-[5-(1-amino-1-methyl-2-phenylethyl)-1,3,4-oxadiazol-2-yl]-2′-cyanobiphenyl-3-carboxylic acid (Intermediate... Reactants: C(C(O)CC(=O)O)(=O)O (DL-malic acid), C(C(C)C)O (isobutyl alcohol), C(C(O)CC(=O)O)(=O)O (DL-malic acid), resin, CC(CO)C (2-methyl-1-propanol). Conditions: temperature 108 celsius. Product: C(C(C)C)OC(C(O)CC(=O)OCC(C)C)=O (Diisobutyl-DL-malate). As a reaction SMILES: [C:1]([OH:9])(=[O:8])[CH:2]([CH2:4][C:5]([OH:7])=[O:6])[OH:3].[CH3:10][CH:11]([CH3:14])[CH2:12]O>>[CH2:10]([O:8][C:1](=[O:9])[CH:2]([CH2:4][C:5]([O:7][CH2:10][CH:11]([CH3:14])[CH3:12])=[O:6])[OH:3])[CH:11]([CH3:14])[CH3:12]. Reported procedure: Diisobutyl-DL-malate was prepared by esterification of DL-malic acid with isobutyl alcohol. To a three-neck 1 L round-bottomed flask equipped with a reflux condenser, Dean-Stark trap, septum, thermocouple and mechanical stirrer, were added DL-malic acid (75.91 g), 2-methyl-1-propanol (210 mL) and Amberlyst® 15 ion exchange resin (10 g). The mixture was placed under nitrogen and heated to reflux. At 106° C., two phases started to collect in the Dean-Stark trap. The reaction temperature was mainta... Starting materials: BrB(Br)Br, CCOCc1nc2c(N)nc(C)c(C)c2n1Cc1cc(-c2ccc(F)cc2)no1, CO, ClCCl. Product: Cc1nc(N)c2nc(CO)n(Cc3cc(-c4ccc(F)cc4)no3)c2c1C. As a reaction SMILES: [B:30]([Br:31])([Br:32])[Br:33].[CH2:1]([CH3:2])[O:3][CH2:4][c:5]1[n:6]([CH2:17][c:18]2[cH:19][c:20](-[c:23]3[cH:24][cH:25][c:26]([F:29])[cH:27][cH:28]3)[n:21][o:22]2)[c:7]2[c:8]([c:9]([NH2:15])[n:10][c:11]([CH3:14])[c:12]2[CH3:13])[n:16]1.[CH3:37][OH:38].[Cl:34][CH2:35][Cl:36]>>[OH:3][CH2:4][c:5]1[n:6]([CH2:17][c:18]2[cH:19][c:20](-[c:23]3[cH:24][cH:25][c:26]([F:29])[cH:27][cH:28]3)[n:21][o:22]2)[c:7]2[c:8]([c:9]([NH2:15])[n:10][c:11]([CH3:14])[c:12]2[CH3:13])[n:16]1.